From a dataset of the Open Reaction Database (ORD), a public repository of structured organic reaction records. describe an organic reaction: reactants, conditions, products, and yield Starting materials: CCOC(=O)CC#N, COc1ccc(C(C)=O)cc1, CC(=O)[O-], CCOC(C)=O, CC(=O)O, [NH4+], c1ccccc1. The product is CCOC(=O)C(C#N)=C(C)c1ccc(OC)cc1. RXN SMILES: [C:12](#[N:13])[CH2:14][C:15](=[O:16])[O:17][CH2:18][CH3:19].[CH3:1][O:2][c:3]1[cH:4][cH:5][c:6]([C:9]([CH3:10])=[O:11])[cH:7][cH:8]1.[CH3:21][C:22](=[O:23])[O-:24].[CH3:25][CH2:26][O:27][C:28](=[O:29])[CH3:30].[CH3:31][C:32](=[O:33])[OH:34].[NH4+:20].[cH:35]1[cH:36][cH:37][cH:38][cH:39][cH:40]1>>[CH3:1][O:2][c:3]1[cH:4][cH:5][c:6]([C:9]([CH3:10])=[C:14]([C:12]#[N:13])[C:15](=[O:16])[O:17][CH2:18][CH3:19])[cH:7][cH:8]1. Reactants: COC=1C=CC(=C(C1)N)C1CN(CC1)C1=CC(=CC=C1)OC (5-methoxy-2-[1-(3-methoxyphenyl)pyrrolidin-3-yl]phenylamine), Cl.N1(CCCCCC1)CCOC1=CC=C(C(=O)O)C=C1 (4-(2-azepan-1-ylethoxy)benzoic acid hydrochloride), N1(CCCCCC1)CCOC1=CC=C(CNC2=C(C=CC(=C2)OC)C2CN(CC2)C2=CC(=CC=C2)OC)C=C1 ([4-(2-azepan-1-ylethoxy)benzyl]{5-methoxy-2-[1-(3-methoxyphenyl)pyrrolidin-3-yl]phenyl}amine). The product is N1(CCCCCC1)CCOC1=CC=C(CCCNC2=C(C=CC(=C2)OC)C2CN(CC2)C2=CC(=CC=C2)OC)C=C1 ([4-(2-azepan-1-ylethoxy)benzyl]ethyl {5-methoxy-2-[1-(3-methoxyphenyl)pyrrolidin-3-yl]phenyl}amine). Reaction SMILES: COC1C=CC(C2CCN(C3C=CC=C(OC)C=3)C2)=C(N)C=1.Cl.[N:24]1([CH2:31][CH2:32][O:33][C:34]2[CH:42]=[CH:41][C:37]([C:38](O)=O)=[CH:36][CH:35]=2)[CH2:30][CH2:29][CH2:28][CH2:27][CH2:26][CH2:25]1.N1(CCOC2C=C[C:56]([CH2:57][NH:58][C:59]3[CH:64]=[C:63]([O:65][CH3:66])[CH:62]=[CH:61][C:60]=3[CH:67]3[CH2:71][CH2:70][N:69]([C:72]4[CH:77]=[CH:76][CH:75]=[C:74]([O:78][CH3:79])[CH:73]=4)[CH2:68]3)=CC=2)CCCCCC1>>[N:24]1([CH2:31][CH2:32][O:33][C:34]2[CH:42]=[CH:41][C:37]([CH2:38][CH2:56][CH2:57][NH:58][C:59]3[CH:64]=[C:63]([O:65][CH3:66])[CH:62]=[CH:61][C:60]=3[CH:67]3[CH2:71][CH2:70][N:69]([C:72]4[CH:77]=[CH:76][CH:75]=[C:74]([O:78][CH3:79])[CH:73]=4)[CH2:68]3)=[CH:36][CH:35]=2)[CH2:30][CH2:29][CH2:28][CH2:27][CH2:26][CH2:25]1 |f:1.2|. Reported procedure: Synthesized from 5-methoxy-2-[1-(3-methoxyphenyl)pyrrolidin-3-yl]phenylamine and 4-(2-azepan-1-ylethoxy)benzoic acid hydrochloride according to an analogous synthetic method to Example 152, [4-(2-azepan-1-ylethoxy)benzyl]{5-methoxy-2-[1-(3-methoxyphenyl)pyrrolidin-3-yl]phenyl}amine (202 mg) was used according to an analogous synthetic method to Example 36 to provide [4-(2-azepan-1-ylethoxy)benzyl]ethyl {5-methoxy-2-[1-(3-methoxyphenyl)pyrrolidin-3-yl]phenyl}amine (188 mg). The total amount of th... Product: COC(=O)C1=NNC=C1NC(C1=CC=C(C=C1)C)=O (4-(4-methyl-benzoylamino)-1H-pyrazole-3-carboxylic acid methyl ester). Isolated yield 93.8%. Run in CN(C)C=O (DMF). As a reaction SMILES: [CH3:1][C:2]1[CH:3]=[CH:4][C:5]([C:8]([OH:10])=O)=[CH:6][CH:7]=1.[CH3:11][O:12][C:13]([C:15]1[C:19]([NH2:20])=[CH:18][NH:17][N:16]=1)=[O:14].C(Cl)CCl.C1C=CC2N(O)N=NC=2C=1>CN(C=O)C>[CH3:11][O:12][C:13]([C:15]1[C:19]([NH:20][C:8](=[O:10])[C:5]2[CH:6]=[CH:7][C:2]([CH3:1])=[CH:3][CH:4]=2)=[CH:18][NH:17][N:16]=1)=[O:14]. Reported procedure: A mixture of p-toluic acid (272 mg), 4-amino-1H-pyrazole-3-carboxylic acid methyl ester (310 mg), EDC (460 mg) and HOBt (324 mg) in DMF (8 ml) was stirred at ambient temperature for 48 h. The mixture was reduced in vacuo, partitioned between EtOAc and saturated aqueous NaHCO3 and then the organic portion washed with brine, dried (MgSO4) and reduced in vacuo to give 4-(4-methyl-benzoylamino)-1H-pyrazole-3-carboxylic acid methyl ester (486 mg). Reactants: CC=1C=CC(=CC1)C(=O)O (p-toluic acid), COC(=O)C1=NNC=C1N (4-amino-1H-pyrazole-3-carboxylic acid methyl ester), C(CCl)Cl (EDC), C=1C=CC2=C(C1)N=NN2O (HOBt). Run at time 48 hour. Starting materials: CN(C)C=O, Cn1c(=O)cc(N)n(-c2ccccc2)c1=O, [Na+], [OH-], O, O=P(Cl)(Cl)Cl. The product is Cn1c(=O)c(C=O)c(N)n(-c2ccccc2)c1=O. Reaction SMILES: [CH3:24][N:25]([CH:26]=[O:27])[CH3:28].[NH2:1][c:2]1[cH:3][c:4](=[O:16])[n:5]([CH3:15])[c:6](=[O:14])[n:7]1-[c:8]1[cH:9][cH:10][cH:11][cH:12][cH:13]1.[Na+:23].[OH-:22].[OH2:29].[P:17]([Cl:18])([Cl:19])([Cl:20])=[O:21]>>[NH2:1][c:2]1[c:3]([CH:26]=[O:27])[c:4](=[O:16])[n:5]([CH3:15])[c:6](=[O:14])[n:7]1-[c:8]1[cH:9][cH:10][cH:11][cH:12][cH:13]1. Product: O=C(O)CC1(O)CC2CCC1C=C2c1ccccc1. Reactants: CC(C)(C)OC(=O)CC1(O)CC2CCC1C=C2c1ccccc1, CO, CCO, [Li+], [OH-], O, O. As a reaction SMILES: [C:1]([CH3:2])([CH3:3])([CH3:4])[O:5][C:6]([CH2:7][C:8]1([OH:22])[CH:9]2[CH:10]=[C:11]([c:16]3[cH:17][cH:18][cH:19][cH:20][cH:21]3)[CH:12]([CH2:13]1)[CH2:14][CH2:15]2)=[O:23].[CH3:28][OH:29].[CH3:30][CH2:31][OH:32].[Li+:25].[OH-:24].[OH2:26].[OH2:27]>>[O:5]=[C:6]([CH2:7][C:8]1([OH:22])[CH:9]2[CH:10]=[C:11]([c:16]3[cH:17][cH:18][cH:19][cH:20][cH:21]3)[CH:12]([CH2:13]1)[CH2:14][CH2:15]2)[OH:23]. The reactants are C(C)C1=CC2=C(C(C=3NC4=CC(=CC=C4C3C2=O)C#N)(C)C)C=C1N1CCC(CC1)=O (9-Ethyl-6,6-dimethyl-11-oxo-8-(4-oxopiperidin-1-yl)-6,11-dihydro-5H-benzo[b]carbazole-3-carbonitrile), Cl.NO (hydroxylamine hydrochloric acid salt). Run in C(C)O (ethanol), C(C)(=O)OCC (ethyl acetate). Conditions: temperature 60 celsius, time 6 hour. Yields the product C(C)C1=CC2=C(C(C=3NC4=CC(=CC=C4C3C2=O)C#N)(C)C)C=C1N1CCC(CC1)=NO (9-Ethyl-8-(4-hydroxyimino-piperidin-1-yl)-6,6-dimethyl-11-oxo-6,11-dihydro-5H-benzo[b]carbazole-3-carbonitrile). The yield is 75.6%. As a reaction SMILES: [CH2:1]([C:3]1[C:24]([N:25]2[CH2:30][CH2:29][C:28](=O)[CH2:27][CH2:26]2)=[CH:23][C:6]2[C:7]([CH3:22])([CH3:21])[C:8]3[NH:9][C:10]4[C:15]([C:16]=3[C:17](=[O:18])[C:5]=2[CH:4]=1)=[CH:14][CH:13]=[C:12]([C:19]#[N:20])[CH:11]=4)[CH3:2].Cl.[NH2:33][OH:34]>C(O)C.C(OCC)(=O)C>[CH2:1]([C:3]1[C:24]([N:25]2[CH2:30][CH2:29][C:28](=[N:33][OH:34])[CH2:27][CH2:26]2)=[CH:23][C:6]2[C:7]([CH3:22])([CH3:21])[C:8]3[NH:9][C:10]4[C:15]([C:16]=3[C:17](=[O:18])[C:5]=2[CH:4]=1)=[CH:14][CH:13]=[C:12]([C:19]#[N:20])[CH:11]=4)[CH3:2] |f:1.2|. Reported procedure: 9-Ethyl-6,6-dimethyl-11-oxo-8-(4-oxopiperidin-1-yl)-6,11-dihydro-5H-benzo[b]carbazole-3-carbonitrile (30 mg) and hydroxylamine hydrochloric acid salt (10 mg) were dissolved in ethanol (5 ml) and stirred at 60° C. for 6 hrs. The reaction mixture was diluted with ethyl acetate (20 ml). The organic layer was washed with 10% brine and concentrated under reduced pressure. The resulting residues were purified by silica gel column (dichloromethane/methanol=99/1 to 90/10) to obtain the title compound (2... Starting materials: CC(C)(C)OC(=O)c1ccc(-c2ccc(O)cc2)cc1Nc1ccc(F)cc1, O=C(O)C(F)(F)F. Yields the product O=C(O)c1ccc(-c2ccc(O)cc2)cc1Nc1ccc(F)cc1. As a reaction SMILES: [F:1][c:2]1[cH:3][cH:4][c:5]([NH:6][c:7]2[c:8]([C:9](=[O:10])[O:11][C:12]([CH3:13])([CH3:14])[CH3:15])[cH:16][cH:17][c:18](-[c:20]3[cH:21][cH:22][c:23]([OH:26])[cH:24][cH:25]3)[cH:19]2)[cH:27][cH:28]1.[OH:29][C:30]([C:31]([F:32])([F:33])[F:34])=[O:35]>>[F:1][c:2]1[cH:3][cH:4][c:5]([NH:6][c:7]2[c:8]([C:9](=[O:10])[OH:11])[cH:16][cH:17][c:18](-[c:20]3[cH:21][cH:22][c:23]([OH:26])[cH:24][cH:25]3)[cH:19]2)[cH:27][cH:28]1. Reactants: COC(C1=CC(=CC(=C1)[N+](=O)[O-])C(=O)Cl)=O (3-chlorocarbonyl-5-nitro-benzoic acid methyl ester), C(=O)([O-])[O-].[K+].[K+] (K2CO3), COC(CN)OC (aminoacetaldehyde dimethylacetal). Solvent: C(Cl)Cl (DCM), C(Cl)Cl (DCM), C(C)(=O)OCC (ethyl acetate). Run at time 2 day. Product: COC(C1=CC(C(=O)NCC(OC)OC)=CC(=C1)[N+](=O)[O-])=O (N-(2,2-Dimethoxy-ethyl)-5-nitro-isophthalamic acid methyl ester). RXN SMILES: [CH3:1][O:2][C:3](=[O:16])[C:4]1[CH:9]=[C:8]([N+:10]([O-:12])=[O:11])[CH:7]=[C:6]([C:13](Cl)=[O:14])[CH:5]=1.C([O-])([O-])=O.[K+].[K+].[CH3:23][O:24][CH:25]([O:28][CH3:29])[CH2:26][NH2:27]>C(Cl)Cl.C(OCC)(=O)C>[CH3:1][O:2][C:3](=[O:16])[C:4]1[CH:9]=[C:8]([N+:10]([O-:12])=[O:11])[CH:7]=[C:6]([C:13]([NH:27][CH2:26][CH:25]([O:28][CH3:29])[O:24][CH3:23])=[O:14])[CH:5]=1 |f:1.2.3|. Procedure: Under ice cooling a solution of 22.1 g (90.7 mmol) of 3-chlorocarbonyl-5-nitro-benzoic acid methyl ester (U.S. Pat. No. 4,120,891) in 200 ml of DCM is added dropwise to a stirred suspension of 11.2 g (181 mmol) of K2CO3 and 11.7 ml (109 mmol) of aminoacetaldehyde dimethylacetal in 200 ml of DCM. The mixture is stirred at ambient temperature for 2 days, diluted with ethyl acetate and extensively washed with water. The organic phase is dried over sodium sulfate and evaporated to yield the product ... Reactants: C(C)(CC)C=1C(=C(C=O)C=C(C1)C=CC(=O)C1=CC=C(C=C1)Cl)O (3-sec-butyl-5-(3-(4-chlorophenyl)-3-oxoprop-1-enyl)-2-hydroxybenzaldehyde), C(C)(CC)C=1C(=C(C=O)C=C(C1)\C=C\C(C1=CC=C(C=C1)C)=O)O ((E)-3-sec-butyl-2-hydroxy-5-(3-oxo-3-p-tolylprop-1-enyl)benzaldehyde), C(CC(=O)OC)(=O)OC (dimethyl malonate), CN1CCOCC1 (N-methyl morpholine). The solvent is CO (methanol). Product: C(C)(CC)C=1C=C(C=C2C=C(C(OC12)=O)C(=O)OC)C=CC(=O)C1=CC=C(C=C1)Cl (methyl 8-sec-butyl-6-(3-(4-chlorophenyl)-3-oxoprop-1-enyl)-2-oxo-2H-chromene-3-carboxylate). As a reaction SMILES: [CH:1]([C:5]1[C:6](O)=[C:7]([CH:10]=[C:11]([CH:13]=[CH:14][C:15]([C:17]2[CH:22]=[CH:21][C:20]([Cl:23])=[CH:19][CH:18]=2)=[O:16])[CH:12]=1)C=O)([CH2:3][CH3:4])[CH3:2].C(C1C(O)=C(C=C(/C=C/C(=O)C2C=CC(C)=CC=2)C=1)C=O)(CC)C.[C:49]([O:56][CH3:57])(=[O:55])[CH2:50][C:51]([O:53][CH3:54])=[O:52].CN1CCOCC1>CO>[CH:1]([C:5]1[CH:12]=[C:11]([CH:13]=[CH:14][C:15]([C:17]2[CH:22]=[CH:21][C:20]([Cl:23])=[CH:19][CH:18]=2)=[O:16])[CH:10]=[C:7]2[C:54]=1[O:53][C:51](=[O:52])[C:50]([C:49]([O:56][CH3:57])=[O:55])=[CH:6]2)([CH2:3][CH3:4])[CH3:2]. Procedure details: A solution of 3-sec-butyl-5-(3-(4-chlorophenyl)-3-oxoprop-1-enyl)-2-hydroxybenzaldehyde of formula III (0.5 g, 1.46 mmol), dimethyl malonate (0.19 g, 1.46 mmol) in methanol (30 mL) was treated with N-methyl morpholine (0.3 mL) and refluxed. Most of the excess solvent was evaporated under reduced pressure, and the residue was neutralized with acetic acid. To this residue water (25 mL) was added and extracted 3-fold with 25 mL of CHCl3. The combined organic layers were dried on Na2SO4, filtered, a... Starting materials: [BH3-]C#N, O=C([O-])O, C#CCc1c(C)nc2c(OCc3c(C)cccc3NC(=O)C(C)=O)cccn12, CC(=O)O, CCO, [Na+], [Na+]. Yields the product C#CCc1c(C)nc2c(OCc3c(C)cccc3NC(=O)C(C)O)cccn12. As a reaction SMILES: [C:33]([BH3-:34])#[N:35].[C:37](=[O:38])([O-:39])[OH:40].[CH3:1][c:2]1[n:3][c:4]2[n:5]([cH:6][cH:7][cH:8][c:9]2[O:10][CH2:11][c:12]2[c:13]([NH:19][C:20]([C:21](=[O:22])[CH3:23])=[O:24])[cH:14][cH:15][cH:16][c:17]2[CH3:18])[c:25]1[CH2:26][C:27]#[CH:28].[CH3:29][C:30](=[O:31])[OH:32].[CH3:42][CH2:43][OH:44].[Na+:36].[Na+:41]>>[CH3:1][c:2]1[n:3][c:4]2[n:5]([cH:6][cH:7][cH:8][c:9]2[O:10][CH2:11][c:12]2[c:13]([NH:19][C:20]([CH:21]([OH:22])[CH3:23])=[O:24])[cH:14][cH:15][cH:16][c:17]2[CH3:18])[c:25]1[CH2:26][C:27]#[CH:28].